From a dataset of the Open Reaction Database (ORD), a public repository of structured organic reaction records. describe an organic reaction: reactants, conditions, products, and yield Reactants: [N+](=O)([O-])C=1C(=NC=CC1)OC(C(F)(F)F)C (3-Nitro-2-(1,1,1-trifluoropropan-2-yloxy)pyridine). The reagents and catalysts are [Ni] (Raney nickel). The solvent is CO (methanol). The product is FC(C(C)OC1=NC=CC=C1N)(F)F (2-(1,1,1-Trifluoropropan-2-yloxy)pyridin-3-amine). As a reaction SMILES: [N+:1]([C:4]1[C:5]([O:10][CH:11]([CH3:16])[C:12]([F:15])([F:14])[F:13])=[N:6][CH:7]=[CH:8][CH:9]=1)([O-])=O>CO.[Ni]>[F:15][C:12]([F:13])([F:14])[CH:11]([O:10][C:5]1[C:4]([NH2:1])=[CH:9][CH:8]=[CH:7][N:6]=1)[CH3:16]. Procedure details: 3-Nitro-2-(1,1,1-trifluoropropan-2-yloxy)pyridine (6.2 g) was dissolved in methanol (500 ml) and Raney nickel (1.0 g) was added. The reaction mixture was hydrogenated at room temperature and 5 bar. The catalyst was filtered off and the filtrate was concentrated in vacuo. The reactants are C1CCOC1, Nc1ccc(CCC(=O)O)cc1, Cc1ccoc1C(=O)Nc1cccc(C(=O)c2ccc3c(c2)NC(=O)C3=CO)c1. Product: Cc1ccoc1C(=O)Nc1cccc(C(=O)c2ccc3c(c2)NC(=O)C3=CNc2ccc(CCC(=O)O)cc2)c1. Reaction SMILES: [CH2:42]1[O:43][CH2:44][CH2:45][CH2:46]1.[NH2:30][c:31]1[cH:32][cH:33][c:34]([CH2:37][CH2:38][C:39](=[O:40])[OH:41])[cH:35][cH:36]1.[OH:1][CH:2]=[C:3]1[C:4](=[O:29])[NH:5][c:6]2[cH:7][c:8]([C:12](=[O:13])[c:14]3[cH:15][c:16]([NH:20][C:21](=[O:22])[c:23]4[o:24][cH:25][cH:26][c:27]4[CH3:28])[cH:17][cH:18][cH:19]3)[cH:9][cH:10][c:11]21>>[CH:2](=[C:3]1[C:4](=[O:29])[NH:5][c:6]2[cH:7][c:8]([C:12](=[O:13])[c:14]3[cH:15][c:16]([NH:20][C:21](=[O:22])[c:23]4[o:24][cH:25][cH:26][c:27]4[CH3:28])[cH:17][cH:18][cH:19]3)[cH:9][cH:10][c:11]21)[NH:30][c:31]1[cH:32][cH:33][c:34]([CH2:37][CH2:38][C:39](=[O:40])[OH:41])[cH:35][cH:36]1. The reactants are CC(=O)O, COc1ccc(C=O)cc1OC1CCCC1, [O-][Cl+][O-], NS(=O)(=O)O, [Na+], O. Product: COc1ccc(C(=O)O)cc1OC1CCCC1. RXN SMILES: [CH3:26][C:27](=[O:28])[OH:29].[CH:1]1([O:6][c:7]2[cH:8][c:9]([CH:10]=[O:11])[cH:12][cH:13][c:14]2[O:15][CH3:16])[CH2:2][CH2:3][CH2:4][CH2:5]1.[Cl+:22]([O-:23])[O-:24].[NH2:17][S:18]([OH:19])(=[O:20])=[O:21].[Na+:25].[OH2:30]>>[CH:1]1([O:6][c:7]2[cH:8][c:9]([C:10](=[O:11])[OH:19])[cH:12][cH:13][c:14]2[O:15][CH3:16])[CH2:2][CH2:3][CH2:4][CH2:5]1. Reactants: CCN(Cc1cncc(B2OC(C)(C)C(C)(C)O2)c1C)C(=O)OC(C)(C)C, C1COCCO1, COC(=O)c1ccnc(Br)c1, N#N, O, Cl[Pd]Cl, c1ccc(P(c2ccccc2)c2ccccc2)cc1, c1ccc(P(c2ccccc2)c2ccccc2)cc1. Product: CCN(Cc1cncc(-c2cc(C(=O)OC)ccn2)c1C)C(=O)OC(C)(C)C. As a reaction SMILES: [C:1]([CH3:2])([CH3:3])([CH3:4])[O:5][C:6]([N:7]([CH2:8][c:9]1[cH:10][n:11][cH:12][c:13]([B:16]2[O:17][C:18]([CH3:19])([CH3:20])[C:21]([CH3:22])([CH3:23])[O:24]2)[c:14]1[CH3:15])[CH2:25][CH3:26])=[O:27].[CH2:41]1[O:42][CH2:43][CH2:44][O:45][CH2:46]1.[CH3:28][O:29][C:30]([c:31]1[cH:32][c:33]([Br:37])[n:34][cH:35][cH:36]1)=[O:38].[N:39]#[N:40].[OH2:47].[Pd:48]([Cl:49])[Cl:50].[c:51]1([P:52]([c:53]2[cH:54][cH:55][cH:56][cH:57][cH:58]2)[c:59]2[cH:60][cH:61][cH:62][cH:63][cH:64]2)[cH:65][cH:66][cH:67][cH:68][cH:69]1.[c:70]1([P:71]([c:72]2[cH:73][cH:74][cH:75][cH:76][cH:77]2)[c:78]2[cH:79][cH:80][cH:81][cH:82][cH:83]2)[cH:84][cH:85][cH:86][cH:87][cH:88]1>>[C:1]([CH3:2])([CH3:3])([CH3:4])[O:5][C:6]([N:7]([CH2:8][c:9]1[cH:10][n:11][cH:12][c:13](-[c:33]2[cH:32][c:31]([C:30]([O:29][CH3:28])=[O:38])[cH:36][cH:35][n:34]2)[c:14]1[CH3:15])[CH2:25][CH3:26])=[O:27]. Reaction SMILES: Br[C:2]1[CH:14]=[C:13]2[C:5]([C:6]3[C:7](=[O:30])[C:8]4[CH:20]=[CH:19][C:18]([O:21][CH2:22][C@H:23]5[CH2:27][O:26]C(C)(C)[O:24]5)=[CH:17][C:9]=4[C:10]([CH3:16])([CH3:15])[C:11]=3[NH:12]2)=[CH:4][CH:3]=1.[CH3:31][S-:32].[Na+].CC1(C)C2C(=C(P(C3C=CC=CC=3)C3C=CC=CC=3)C=CC=2)OC2C(P(C3C=CC=CC=3)C3C=CC=CC=3)=CC=CC1=2.C([O-])(O)=O.[Na+]>CC(N(C)C)=O.C(OCC)C.C1C=CC(/C=C/C(/C=C/C2C=CC=CC=2)=O)=CC=1.C1C=CC(/C=C/C(/C=C/C2C=CC=CC=2)=O)=CC=1.C1C=CC(/C=C/C(/C=C/C2C=CC=CC=2)=O)=CC=1.[Pd].[Pd]>[OH:24][C@H:23]([CH2:27][OH:26])[CH2:22][O:21][C:18]1[CH:19]=[CH:20][C:8]2[C:7](=[O:30])[C:6]3[C:5]4[C:13](=[CH:14][C:2]([S:32][CH3:31])=[CH:3][CH:4]=4)[NH:12][C:11]=3[C:10]([CH3:15])([CH3:16])[C:9]=2[CH:17]=1 |f:1.2,4.5,8.9.10.11.12|. Run in C(C)OCC (diethyl ether), CC(=O)N(C)C (DMA). Starting materials: C(=O)(O)[O-].[Na+] (sodium hydrocarbonate), BrC1=CC=C2C=3C(C4=C(C(C3NC2=C1)(C)C)C=C(C=C4)OC[C@@H]4OC(OC4)(C)C)=O (3-Bromo-8-((S)-2,2-dimethyl-[1,3]dioxolan-4-yl methoxy)-6,6-dimethyl-5,6-dihydro-benzo[b]carbazol-11-one), C[S-].[Na+] (sodium methanethiolate), CC1(C2=C(C(=CC=C2)P(C3=CC=CC=C3)C4=CC=CC=C4)OC5=C(C=CC=C51)P(C6=CC=CC=C6)C7=CC=CC=C7)C (Xantphos). The reagents and catalysts are C=1C=CC(=CC1)/C=C/C(=O)/C=C/C2=CC=CC=C2.C=1C=CC(=CC1)/C=C/C(=O)/C=C/C2=CC=CC=C2.C=1C=CC(=CC1)/C=C/C(=O)/C=C/C2=CC=CC=C2.[Pd].[Pd] (Pd2(dba)3). Procedure details: 3-Bromo-8-((S)-2,2-dimethyl-[1,3]dioxolan-4-yl methoxy)-6,6-dimethyl-5,6-dihydro-benzo[b]carbazol-11-one (47.3 mg, 0.101 mmol), sodium methanethiolate (34.6 mg, 0.493 mmol), Pd2(dba)3 (13.1 mg, 0.0413 mmol), and Xantphos (17.9 mg, 0.0309 mmol) were dissolved in DMA (0.5 ml) and subjected to microwave irradiation at 200° C. for 30 min under nitrogen atmosphere. The resultant was partitioned between aqueous solution of potassium dihydrophosphoric acid and ethyl acetate. The organic layer was washe... Isolated yield 39.4%. Product: O[C@@H](COC=1C=CC2=C(C(C=3NC4=CC(=CC=C4C3C2=O)SC)(C)C)C1)CO (8-((R)-2,3-Dihydroxy-propoxy)-6,6-dimethyl-3-methylsulfanyl-5,6-dihydro-benzo[b]carbazol-11-one). Conditions: temperature 60 celsius, time 2 hour.